Task: describe an organic reaction: reactants, conditions, products, and yield. Dataset: the Open Reaction Database (ORD), a public repository of structured organic reaction records Conditions: time 16 hour. Reported procedure: 2-Hydroxy-6-methoxybenzaldehyde (3.74 g, 0.025 M), ethyl 5-bromo-2-methylpentanoate (5.58 g, 0.025 M), anhydrous potassium carbonate (3.72 g), sodium iodide (0.11 g) and ethanol (50 ml) were refluxed with stirring for 16 hr. The cooled reaction mixture was filtered and the solid washed well with ethanol. The filtrate was evaporated to dryness and the residue partitioned between ether and water. The organic layer was separated and washed with 2 N sodium hydroxide solution, water, dried (sodium su... Reaction SMILES: [OH:1][C:2]1[CH:9]=[CH:8][CH:7]=[C:6]([O:10][CH3:11])[C:3]=1[CH:4]=[O:5].Br[CH2:13][CH2:14][CH2:15][CH:16]([CH3:22])[C:17]([O:19][CH2:20][CH3:21])=[O:18].C(=O)([O-])[O-].[K+].[K+].[I-].[Na+]>C(O)C>[CH:4]([C:3]1[C:6]([O:10][CH3:11])=[CH:7][CH:8]=[CH:9][C:2]=1[O:1][CH2:13][CH2:14][CH2:15][CH:16]([CH3:22])[C:17]([O:19][CH2:20][CH3:21])=[O:18])=[O:5] |f:2.3.4,5.6|. The reactants are OC1=C(C=O)C(=CC=C1)OC (2-Hydroxy-6-methoxybenzaldehyde), BrCCCC(C(=O)OCC)C (ethyl 5-bromo-2-methylpentanoate), C([O-])([O-])=O.[K+].[K+] (potassium carbonate), [I-].[Na+] (sodium iodide). Run in C(C)O (ethanol). Product: C(=O)C1=C(OCCCC(C(=O)OCC)C)C=CC=C1OC ((±)-ethyl 5-(2-formyl-3-methoxyphenoxy)-2-methylpentanoate). Starting materials: C([O-])([O-])=O.[K+].[K+] (potassium carbonate), BrCC(=O)OCC (ethyl bromoacetate), C(C)(C)(C)OC(=O)N[C@H]1CC2=CC(=CC=C2CC1)O ((R)-2-tert-butoxycarbonylamino-7-hydroxytetraline). Run in CC(=O)C (acetone). The product is C(C)(C)(C)OC(=O)N[C@H]1CC2=CC(=CC=C2CC1)OCC(=O)OCC ((R)-2-tert-butoxycarbonylamino-7-carbethoxymethoxytetraline). Isolated yield 33.5%. Reaction SMILES: [C:1]([O:5][C:6]([NH:8][C@@H:9]1[CH2:18][CH2:17][C:16]2[C:11](=[CH:12][C:13]([OH:19])=[CH:14][CH:15]=2)[CH2:10]1)=[O:7])([CH3:4])([CH3:3])[CH3:2].C(=O)([O-])[O-].[K+].[K+].Br[CH2:27][C:28]([O:30][CH2:31][CH3:32])=[O:29]>CC(C)=O>[C:1]([O:5][C:6]([NH:8][C@@H:9]1[CH2:18][CH2:17][C:16]2[C:11](=[CH:12][C:13]([O:19][CH2:27][C:28]([O:30][CH2:31][CH3:32])=[O:29])=[CH:14][CH:15]=2)[CH2:10]1)=[O:7])([CH3:4])([CH3:2])[CH3:3] |f:1.2.3|. Procedure: A solution of 10.8 g of (R)-2-tert-butoxycarbonylamino-7-hydroxytetraline (a) in 300 ml of acetone, is heated at reflux under stirring for 6 hours in the presence of 12.4 g of powdered anhydrous potassium carbonate and 15.1 g of ethyl bromoacetate. After filtration, acetone is evaporated under reduce pressure and the residue is taken up with ethyl ether. The solution so obtained is washed with water, dried over sodium sulfate and evaporated to dryness. The residue is taken up with ethyl ether an... Reactants: C(CCCCCC)N.COC(C(CC1=CC=C(C=C1)OCC(=O)O)(C)OC)=O (3-(4-carboxymethoxy-phenyl)-2-methoxy-2-methyl-propionic acid methyl ester heptyl amine), C(C)O[C@H](C(=O)O)CC1=CC=C(C=C1)O[C@H](C)C(NCCC1=CC=C(C=C1)OC1=CC=CC=C1)=O ((2S,1R)-2-ethoxy-3-(4-{1-[2-(4-phenoxy-phenyl)-ethylcarbamoyl]-ethoxy}-phenyl)-propionic acid). Product: C(CCCCCC)NC(=O)COC1=CC=C(C=C1)CC(C(=O)O)(C)OC (3-(4-heptylcarbamoylmethoxy-phenyl)-2-methoxy-2-methyl-propionic acid). Reaction SMILES: [CH2:1]([NH2:8])[CH2:2][CH2:3][CH2:4][CH2:5][CH2:6][CH3:7].C[O:10][C:11](=[O:28])[C:12]([O:26][CH3:27])([CH3:25])[CH2:13][C:14]1[CH:19]=[CH:18][C:17]([O:20][CH2:21][C:22](O)=[O:23])=[CH:16][CH:15]=1.C(O[C@@H](CC1C=CC(O[C@@H](C(=O)NCCC2C=CC(OC3C=CC=CC=3)=CC=2)C)=CC=1)C(O)=O)C>>[CH2:1]([NH:8][C:22]([CH2:21][O:20][C:17]1[CH:16]=[CH:15][C:14]([CH2:13][C:12]([O:26][CH3:27])([CH3:25])[C:11]([OH:28])=[O:10])=[CH:19][CH:18]=1)=[O:23])[CH2:2][CH2:3][CH2:4][CH2:5][CH2:6][CH3:7] |f:0.1|. Procedure: The title compound was prepared from 3-(4-carboxymethoxy-phenyl)-2-methoxy-2-methyl-propionic acid methyl ester heptyl amine via the same procedure used for the preparation of (2S,1R)-2-ethoxy-3-(4-{1-[2-(4-phenoxy-phenyl)-ethylcarbamoyl]-ethoxy}-phenyl)-propionic acid (Example 1, step 3) to produce a colorless oil. Run in O (water). Conditions: time 4 hour. The reactants are CC(C=C)(C)O (3-methyl-3-hydroxybut-1-ene), C(C)(=O)O (acetic acid), B(O)(O)O (boric acid), C([O-])([O-])=O.[Na+].[Na+] (sodium carbonate). Procedure: A mixture of 3-methyl-3-hydroxybut-1-ene (32 g.), acetic acid (150 ml.) and boric acid (30 g.) was stirred at 105° for 4 hours. The cooled reaction mixture was diluted with water, neutralised with solid sodium carbonate and extracted with ether (3 × 50 ml.) The combined ethereal extracts were brine washed, dried and the solvent removed giving a pale yellow oil (30 g.) Distillation gave 3,3-dimethylallyl acetate as a colourless oil (22 g.) b.p. 44°-45°/14 mm Hg. RXN SMILES: [CH3:1][C:2](O)([CH3:5])[CH:3]=[CH2:4].[C:7]([OH:10])(=[O:9])[CH3:8].B(O)(O)O.C(=O)([O-])[O-].[Na+].[Na+]>O>[C:7]([O:10][CH2:4][CH:3]=[C:2]([CH3:5])[CH3:1])(=[O:9])[CH3:8] |f:3.4.5|. The product is C(C)(=O)OCC=C(C)C (3,3-dimethylallyl acetate). The reactants are [BH4-].[Na+] (NaBH4), [Si](C)(C)(C(C)(C)C)N1[C@H](CC1=O)C(=O)O (1-(tert-butyldimethylsilyl)-4-oxoazetidine-2(R)-carboxylic acid), CN1CCOCC1 (N-methylmorpholine), ClC(=O)OCC(C)C (isobutyl chloroformate). Solvent: O (H2O), C1CCOC1 (THF), CCOC(=O)C (EtOAc). Conditions: time 1.5 hour. Product: [Si](C)(C)(C(C)(C)C)N1C(C[C@@H]1CO)=O (1-(tert-butyldimethylsilyl)-4(R)-(hydroxymethyl)azetidin-2-one). Isolated yield 60.1%. As a reaction SMILES: [Si:1]([N:8]1[C:11](=[O:12])[CH2:10][C@@H:9]1[C:13](O)=[O:14])([C:4]([CH3:7])([CH3:6])[CH3:5])([CH3:3])[CH3:2].CN1CCOCC1.ClC(OCC(C)C)=O.[BH4-].[Na+]>C1COCC1.O.CCOC(C)=O>[Si:1]([N:8]1[C@@H:9]([CH2:13][OH:14])[CH2:10][C:11]1=[O:12])([C:4]([CH3:7])([CH3:6])[CH3:5])([CH3:3])[CH3:2] |f:3.4|. Procedure: To a solution of 1-(tert-butyldimethylsilyl)-4-oxoazetidine-2(R)-carboxylic acid (15.0 g, 65.40 mmol) in THF (367 mL) at 0°, was added N-methylmorpholine (7.2 mL, 65.40 mmol) and isobutyl chloroformate (8.5 mL, 65.40 mmol). After stirring for 1.5 h at 0°, a solution of NaBH4 (9.9 g, 261.61 mmol) in H2O (98 mL) was added portion wise. The reaction was stirred 45 min, then diluted with EtOAc and quenched with aqueous HCl solution (10%) to pH 5-6. The organic phase was collected and the aqueous pha... Starting materials: Cl.ClC1=NC=2CCNCC2C(=C1)C (2-chloro-4-methyl-5,6,7,8-tetrahydro-1,6-naphthyridine hydrochloride), C1(CC1)C(CC(=O)OC)=O (methyl 3-cyclopropyl-3-oxopropanoate), N1(CCCC1)C1=CC=NC=C1 (4-pyrrolidinopyridine), CCN(C(C)C)C(C)C (DIPEA). Run in C1(=CC=CC=C1)C (toluene), CCOC(=O)C (EtOAc). Yields the product ClC1=NC=2CCN(CC2C(=C1)C)C(CC(=O)C1CC1)=O (1-(2-chloro-4-methyl-7,8-dihydro-1,6-naphthyridin-6(5H)-yl)-3-cyclopropylpropane-1,3-dione). The yield is 52.4%. As a reaction SMILES: Cl.[Cl:2][C:3]1[CH:12]=[C:11]([CH3:13])[C:10]2[CH2:9][NH:8][CH2:7][CH2:6][C:5]=2[N:4]=1.[CH:14]1([C:17](=[O:23])[CH2:18][C:19](OC)=[O:20])[CH2:16][CH2:15]1.N1(C2C=CN=CC=2)CCCC1.CCN(C(C)C)C(C)C>C1(C)C=CC=CC=1.CCOC(C)=O>[Cl:2][C:3]1[CH:12]=[C:11]([CH3:13])[C:10]2[CH2:9][N:8]([C:19](=[O:20])[CH2:18][C:17]([CH:14]3[CH2:16][CH2:15]3)=[O:23])[CH2:7][CH2:6][C:5]=2[N:4]=1 |f:0.1|. Procedure: Microwave was used to irradiated a suspension of 2-chloro-4-methyl-5,6,7,8-tetrahydro-1,6-naphthyridine hydrochloride (1.00 g, 4.56 mmol), methyl 3-cyclopropyl-3-oxopropanoate (1.298 g, 9.13 mmol), 4-pyrrolidinopyridine (0.068 g, 0.456 mmol) and DIPEA (1.20 mL, 6.85 mmol) in toluene (10 mL) at 150° C. for 45 min. The mixture was cooled to rt and diluted with 1 M HClaq (10 mL) and EtOAc. The products were extracted twice with EtOAc. The combined organic layer was washed with a mixed solution of 1...